From a dataset of the Open Reaction Database (ORD), a public repository of structured organic reaction records. describe an organic reaction: reactants, conditions, products, and yield Reactants: CC1CN(C(=O)COc2ccc(Cl)cc2CC(=O)O)C(C)CN1Cc1ccc(F)cc1, NS(N)(=O)=O, O=S(Cl)Cl. The product is CC1CN(C(=O)COc2ccc(Cl)cc2CC(=O)NS(N)(=O)=O)C(C)CN1Cc1ccc(F)cc1. RXN SMILES: [Cl:1][c:2]1[cH:3][cH:4][c:5]([O:12][CH2:13][C:14](=[O:15])[N:16]2[CH:17]([CH3:31])[CH2:18][N:19]([CH2:23][c:24]3[cH:25][cH:26][c:27]([F:30])[cH:28][cH:29]3)[CH:20]([CH3:22])[CH2:21]2)[c:6]([CH2:8][C:9](=[O:10])[OH:11])[cH:7]1.[NH2:32][S:33]([NH2:34])(=[O:35])=[O:36].[S:37]([Cl:38])([Cl:39])=[O:40]>>[Cl:1][c:2]1[cH:3][cH:4][c:5]([O:12][CH2:13][C:14](=[O:15])[N:16]2[CH:17]([CH3:31])[CH2:18][N:19]([CH2:23][c:24]3[cH:25][cH:26][c:27]([F:30])[cH:28][cH:29]3)[CH:20]([CH3:22])[CH2:21]2)[c:6]([CH2:8][C:9](=[O:11])[NH:32][S:33]([NH2:34])(=[O:35])=[O:36])[cH:7]1. Starting materials: C(=O)O.C(C)(=O)OC(C)=O (formic acid acetic acid anhydride), FC(C=1C=C(C=CC1)C1CNCCC1)(F)F (3-(m-trifluoromethylphenyl)-piperidine), C([O-])(O)=O.[Na+] (sodium bicarbonate). The solvent is C1=CC=CC=C1 (benzene). Conditions: time 15 minute. Product: FC(C=1C=C(C=CC1)C1CN(CCC1)C=O)(F)F (3-(m-trifluoromethylphenyl)-1-piperidine-carboxaldehyde). Isolated yield 151.5%. Reaction SMILES: [CH:1]([OH:3])=O.C(OC(=O)C)(=O)C.[F:11][C:12]([F:26])([F:25])[C:13]1[CH:14]=[C:15]([CH:19]2[CH2:24][CH2:23][CH2:22][NH:21][CH2:20]2)[CH:16]=[CH:17][CH:18]=1.C(=O)(O)[O-].[Na+]>C1C=CC=CC=1>[F:26][C:12]([F:11])([F:25])[C:13]1[CH:14]=[C:15]([CH:19]2[CH2:24][CH2:23][CH2:22][N:21]([CH:1]=[O:3])[CH2:20]2)[CH:16]=[CH:17][CH:18]=1 |f:0.1,3.4|. Reported procedure: 3.8 g of mixed formic acid-acetic acid anhydride were added to a solution of 9.8 g of 3-(m-trifluoromethylphenyl)-piperidine in 100 ml of anhydrous benzene and the mixture was stirred for 15 minutes at room temperature and was then poured into 100 ml of aqueous sodium bicarbonate. The mixture was extracted with ethyl acetate and the organic extracts were washed with aqueous sodium chloride, dried over magnesium sulfate and evaporated to dryness to obtain 10 g of 3-(m-trifluoromethylphenyl)-1-pip... Starting materials: CC(=O)OCC1=C2C=CC=CC2=C(C3=CC=CC=C31)COC(=O)C (acetic), [OH-].[Na+] (Sodium hydroxide), C[C@]12CC[C@@H]3C=4C=CC(=CC4CC[C@H]3[C@@H]1CCC2=O)O (estrone), N1=C(C=CC=C1)C=O (pyridine-2-carbaldehyde). Run in C(C)O (ethanol). Conditions: time 4 hour. Product: OC=1C=CC=2C3CCC4(C(C(CC4C3CCC2C1)=CC1=NC=CC=C1)=O)C (3-Hydroxy-13-methyl-16-pyridin-2-ylmethylene-6,7,8,9,11,12,13,14,15,16-decahydro-cyclopenta[a]phenanthren-17-one). Reaction SMILES: [OH-].[Na+].[CH3:3][C@@:4]12[C:20](=[O:21])[CH2:19][CH2:18][C@H:17]1[C@H:16]1[C@@H:7]([C:8]3[CH:9]=[CH:10][C:11]([OH:22])=[CH:12][C:13]=3[CH2:14][CH2:15]1)[CH2:6][CH2:5]2.[N:23]1[CH:28]=[CH:27][CH:26]=[CH:25][C:24]=1[CH:29]=O.CC(OCC1C2C(=CC=CC=2)C(COC(C)=O)=C2C=1C=CC=C2)=O>C(O)C>[OH:22][C:11]1[CH:10]=[CH:9][C:8]2[CH:7]3[CH:16]([CH2:15][CH2:14][C:13]=2[CH:12]=1)[CH:17]1[C:4]([CH3:3])([C:20](=[O:21])[C:19](=[CH:29][C:24]2[CH:25]=[CH:26][CH:27]=[CH:28][N:23]=2)[CH2:18]1)[CH2:5][CH2:6]3 |f:0.1|. Procedure details: Sodium hydroxide (1.0 g, 25 mmol) was added to a suspension of estrone (1.35 g, 5.0 mmol) and pyridine-2-carbaldehyde (595 mg, 5.0 mmol) in ethanol (40 mL) at room temperature. The resulting dark orange solution was stirred at room temperature for 4 hours. Then glacial acetic (ca. 10 mL) acid was added with stirring. The colour changed to light yellow and a light yellow solid precipitated. The solid was filtered off and washed with water (50 mL), ethanol (20 mL), diethyl ether (50 mL) and hexane... Procedure: The title compound was prepared from 5-(3-ethoxy-4-trifluoromethyl-phenyl)-7-trifluoromethyl-pyrazolo[1,5-a]pyrimidine-3-carboxylic acid (example C.10) and 3-(morpholine-4-sulfonyl)-phenylamine [CAS 22184-97-0; commercially available] according to general procedure II. Yellow solid. MS (ISP) 642.2 [(M−H)−]; mp 235° C. Product: N1(CCOCC1)S(=O)(=O)C=1C=C(C=CC1)NC(=O)C=1C=NN2C1N=C(C=C2C(F)(F)F)C2=CC(=C(C=C2)C(F)(F)F)OCC (5-(3-Ethoxy-4-trifluoromethyl-phenyl)-7-trifluoromethyl-pyrazolo[1,5-a]pyrimidine-3-carboxylic acid[3-(morpholine-4-sulfonyl)-phenyl]-amide). Reactants: C(C)OC=1C=C(C=CC1C(F)(F)F)C1=NC=2N(C(=C1)C(F)(F)F)N=CC2C(=O)O (5-(3-ethoxy-4-trifluoromethyl-phenyl)-7-trifluoromethyl-pyrazolo[1,5-a]pyrimidine-3-carboxylic acid), N1(CCOCC1)S(=O)(=O)C=1C=C(C=CC1)N (3-(morpholine-4-sulfonyl)-phenylamine). As a reaction SMILES: [CH2:1]([O:3][C:4]1[CH:5]=[C:6]([C:14]2[CH:19]=[C:18]([C:20]([F:23])([F:22])[F:21])[N:17]3[N:24]=[CH:25][C:26]([C:27]([OH:29])=O)=[C:16]3[N:15]=2)[CH:7]=[CH:8][C:9]=1[C:10]([F:13])([F:12])[F:11])[CH3:2].[N:30]1([S:36]([C:39]2[CH:40]=[C:41]([NH2:45])[CH:42]=[CH:43][CH:44]=2)(=[O:38])=[O:37])[CH2:35][CH2:34][O:33][CH2:32][CH2:31]1>>[N:30]1([S:36]([C:39]2[CH:40]=[C:41]([NH:45][C:27]([C:26]3[CH:25]=[N:24][N:17]4[C:18]([C:20]([F:23])([F:22])[F:21])=[CH:19][C:14]([C:6]5[CH:7]=[CH:8][C:9]([C:10]([F:11])([F:12])[F:13])=[C:4]([O:3][CH2:1][CH3:2])[CH:5]=5)=[N:15][C:16]=34)=[O:29])[CH:42]=[CH:43][CH:44]=2)(=[O:38])=[O:37])[CH2:31][CH2:32][O:33][CH2:34][CH2:35]1. Reaction SMILES: [Br:1][c:2]1[c:3]([CH3:8])[cH:4][cH:5][cH:6][cH:7]1.[CH3:16][CH2:17][OH:18].[NH2:9][c:10]1[cH:11][cH:12][cH:13][cH:14][cH:15]1>>[c:2]1([NH:9][c:10]2[cH:11][cH:12][cH:13][cH:14][cH:15]2)[c:3]([CH3:8])[cH:4][cH:5][cH:6][cH:7]1. The product is Cc1ccccc1Nc1ccccc1. Starting materials: Cc1ccccc1Br, CCO, Nc1ccccc1. Starting materials: CC(Cc1ccc(OCc2cc(F)cc3c2OC(C)(C)C3)cc1)C(=O)N1C(=O)CCC1Cc1ccccc1, [Li+], [Na+], [Na+], C1CCOC1, [OH-], O, O, OO, O=S([O-])[O-]. Product: CC(Cc1ccc(OCc2cc(F)cc3c2OC(C)(C)C3)cc1)C(=O)O. As a reaction SMILES: [CH2:5]([CH:6]1[N:7]([C:17]([CH:18]([CH2:19][c:20]2[cH:21][cH:22][c:23]([O:26][CH2:27][c:28]3[cH:29][c:30]([F:39])[cH:31][c:32]4[c:36]3[O:35][C:34]([CH3:37])([CH3:38])[CH2:33]4)[cH:24][cH:25]2)[CH3:40])=[O:41])[C:8](=[O:9])[CH2:10][CH2:11]1)[c:12]1[cH:13][cH:14][cH:15][cH:16][cH:42]1.[Li+:1].[Na+:47].[Na+:48].[O:51]1[CH2:52][CH2:53][CH2:54][CH2:55]1.[OH-:2].[OH2:49].[OH2:50].[OH:3][OH:4].[S:43](=[O:44])([O-:45])[O-:46]>>[C:17]([CH:18]([CH2:19][c:20]1[cH:21][cH:22][c:23]([O:26][CH2:27][c:28]2[cH:29][c:30]([F:39])[cH:31][c:32]3[c:36]2[O:35][C:34]([CH3:37])([CH3:38])[CH2:33]3)[cH:24][cH:25]1)[CH3:40])([OH:41])=[O:44]. Reactants: FC1=CC=C(C=C1)[N+](=O)[O-] (1-Fluoro-4-nitrobenzene), OC1CCN(CC1)C(=O)OC(C)(C)C (4-hydroxy-1-Boc-piperidine). Reagents/catalysts: [Br-].C(CCC)[N+](CCCC)(CCCC)CCCC (tetrabutylammonium bromide). Solvent: [OH-].[K+] (potassium hydroxide). Conditions: temperature 40 celsius. Yields the product C(C)(C)(C)OC(=O)N1CCC(CC1)OC1=CC=C(C=C1)[N+](=O)[O-] (4-(4-Nitro-phenoxy)-piperidine-1-carboxylic acid tert-butyl ester). Isolated yield 109.3%. As a reaction SMILES: F[C:2]1[CH:7]=[CH:6][C:5]([N+:8]([O-:10])=[O:9])=[CH:4][CH:3]=1.[OH:11][CH:12]1[CH2:17][CH2:16][N:15]([C:18]([O:20][C:21]([CH3:24])([CH3:23])[CH3:22])=[O:19])[CH2:14][CH2:13]1>[Br-].C([N+](CCCC)(CCCC)CCCC)CCC.[OH-].[K+]>[C:21]([O:20][C:18]([N:15]1[CH2:16][CH2:17][CH:12]([O:11][C:2]2[CH:7]=[CH:6][C:5]([N+:8]([O-:10])=[O:9])=[CH:4][CH:3]=2)[CH2:13][CH2:14]1)=[O:19])([CH3:24])([CH3:22])[CH3:23] |f:2.3,4.5|. Procedure details: 1-Fluoro-4-nitrobenzene (10.0 g, 70.9 mmol) was melted into 4-hydroxy-1-Boc-piperidine (12.97 g, 64.4 mmol). The mixture obtained was treated with a 25 wt % potassium hydroxide solution (60 mL) and tetrabutylammonium bromide (1.60 g, 4.96 mmol) and heated at 40° C. for 70 hours. The precipitate was collected by filtration, washed with water and air-dried to leave the title compound (22.7 g, quantitative yield) as a yellow solid. 1H NMR (300 MHz, CDCl3) δ 8.20 (m, 2H), 6.95 (m, 2H), 4.60 (m, 1H),... The reactants are [K+].S([O-])([O-])(=O)=O.[K+] (sulfuric acid potassium salt), S(=O)(=O)(OO)[O-].[K+] (potassium hydrogen peroxymonosulfate), O (water), C1(=CC=CC=C1)SC1C(C(C1)C(=O)OC)C(=O)OC (dimethyl 3-(phenylthio)cyclobutane-1,2-dicarboxylate), OOS(=O)[O-].[K+] (OXONE), O (water). Run in CO (methanol), 1,2, ClC(C)Cl (dichloroethane). Reaction conditions: time 0.5 hour. The product is C1(=CC=CC=C1)S(=O)(=O)C1C(C(C1)C(=O)OC)C(=O)OC (2,3-Dicarbomethoxycyclobutyl phenyl sulfone). Isolated yield 94.0%. RXN SMILES: [C:1]1([S:7][CH:8]2[CH2:11][CH:10]([C:12]([O:14][CH3:15])=[O:13])[CH:9]2[C:16]([O:18][CH3:19])=[O:17])[CH:6]=[CH:5][CH:4]=[CH:3][CH:2]=1.[OH:20]OS([O-])=O.[K+].[K+].S(=O)(=O)([O-])[O-].[K+].S([O-])(OO)(=O)=O.[K+].[OH2:40]>CO.ClC(Cl)C>[C:1]1([S:7]([CH:8]2[CH2:11][CH:10]([C:12]([O:14][CH3:15])=[O:13])[CH:9]2[C:16]([O:18][CH3:19])=[O:17])(=[O:20])=[O:40])[CH:2]=[CH:3][CH:4]=[CH:5][CH:6]=1 |f:1.2,3.4.5,6.7|. Reported procedure: To a vigorously stirred solution of 1.05 g (3.75 mmol) of dimethyl 3-(phenylthio)cyclobutane-1,2-dicarboxylate from Step A in 20 mL of methanol, was added slowly a suspension of 3.46 g (11.25 mmol) of OXONE (a commercially available mixture of sulfuric acid potassium salt and potassium hydrogen peroxymonosulfate) in 20 mL of water. The resultant cloudy suspension was stirred for 0.5 h then diluted with 50 mL of water and 100 mL of 1,2=dichloroethane. The phases were allowed to separate and the a...